From a dataset of the Open Reaction Database (ORD), a public repository of structured organic reaction records. describe an organic reaction: reactants, conditions, products, and yield Starting materials: CN1CCC=2C=CC=C3C2[C@H]1CC4=C3C(=C(C=C4)O)O.Cl (apomorphine hydrochloride), CN1CCC=2C=CC=C3C2[C@H]1CC4=C3C(=C(C=C4)O)O.Cl (apomorphine hydrochloride), sodium carboxymethylcellulose, OCC(O)CO (glycerol). The solvent is O (Water). The product is CN1CCC=2C=CC=C3C2[C@H]1CC4=C3C(=C(C=C4)O)O (Apomorphine). Reaction SMILES: [CH3:1][N:2]1[C@@H:11]2[CH2:12][C:13]3[CH:18]=[CH:17][C:16]([OH:19])=[C:15]([OH:20])[C:14]=3[C:9]3[C:10]2=[C:5]([CH:6]=[CH:7][CH:8]=3)[CH2:4][CH2:3]1.Cl.OCC(CO)O>O>[CH3:1][N:2]1[C@@H:11]2[CH2:12][C:13]3[CH:18]=[CH:17][C:16]([OH:19])=[C:15]([OH:20])[C:14]=3[C:9]3[C:10]2=[C:5]([CH:6]=[CH:7][CH:8]=3)[CH2:4][CH2:3]1 |f:0.1|. Procedure: The particulate apomorphine is combined with sodium carboxymethylcellulose and glycerol. The resulting mixture is mixed thoroughly (i.e., using a vacuum mixer) and homogenized. Water is added to the mixture (with extensive mixing) to form a hydrogel containing suspended nanoparticles of apomorphine hydrochloride. The reactants are O=C(Cl)C(=O)Cl, ClCCl, CN(C)C=O, ClC(Cl)Cl, Cn1ccc(NC(=O)C(CC2CCCC2)c2ccc(S(C)(=O)=O)c(Cl)c2)n1, Cc1cccc(C)n1, Nc1cc[nH]n1. Product: CS(=O)(=O)c1ccc(C(CC2CCCC2)C(=O)Nc2cc[nH]n2)cc1Cl. RXN SMILES: [C:28]([Cl:29])(=[O:30])[C:31]([Cl:32])=[O:33].[CH2:34]([Cl:35])[Cl:36].[CH3:37][N:38]([CH3:39])[CH:40]=[O:41].[CH:56]([Cl:57])([Cl:58])[Cl:59].[Cl:1][c:2]1[cH:3][c:4]([CH:12]([C:13](=[O:14])[NH:15][c:16]2[n:17][n:18]([CH3:21])[cH:19][cH:20]2)[CH2:22][CH:23]2[CH2:24][CH2:25][CH2:26][CH2:27]2)[cH:5][cH:6][c:7]1[S:8](=[O:9])(=[O:10])[CH3:11].[n:48]1[c:49]([CH3:50])[cH:51][cH:52][cH:53][c:54]1[CH3:55].[nH:42]1[cH:43][cH:44][c:45]([NH2:46])[n:47]1>>[Cl:1][c:2]1[cH:3][c:4]([CH:12]([C:13](=[O:14])[NH:15][c:16]2[n:17][nH:18][cH:19][cH:20]2)[CH2:22][CH:23]2[CH2:24][CH2:25][CH2:26][CH2:27]2)[cH:5][cH:6][c:7]1[S:8](=[O:9])(=[O:10])[CH3:11]. Reactants: CC(C)N, CC(CCO)c1ccccc1-c1ccccc1. Yields the product CC(C)NCCC(C)c1ccccc1-c1ccccc1. As a reaction SMILES: [CH3:18][CH:19]([CH3:20])[NH2:21].[c:1]1(-[c:12]2[cH:13][cH:14][cH:15][cH:16][cH:17]2)[c:2]([CH:7]([CH2:8][CH2:9][OH:10])[CH3:11])[cH:3][cH:4][cH:5][cH:6]1>>[c:1]1(-[c:12]2[cH:13][cH:14][cH:15][cH:16][cH:17]2)[c:2]([CH:7]([CH2:8][CH2:9][NH:21][CH:19]([CH3:18])[CH3:20])[CH3:11])[cH:3][cH:4][cH:5][cH:6]1. The reactants are C(C(O)C)(=O)OCC (ethyl lactate), C(C(O)C)#N (lactonitrile), P(O)(O)(O)=O (phosphoric acid), secondary alcohols, C(C(O)C)(=O)[O-].[NH4+] (ammonium lactate), C(C(O)C)(=O)N (lactamide), Zr oxide, acyl, esters, C(C(O)C)(=O)O (lactic acid), C(C(O)C)(=O)O (lactic acid), C(C(O)C)(=O)OCCCC (butyl lactate), polylactide, C1(=CC=C(C=C1)S(=O)(=O)O)C (p-toluene sulfonic acid), acyl, C(C(O)C)(=O)O (lactic acid), alcohols, carboxylic acids, C(C(O)C)(=O)O (lactic acid), alkyl esters. Reagents/catalysts: polyacid. Run in O (water), CO (methanol), CCCCCC (hexane), C(C)O (ethanol), CO (methanol), C(CCC)O (butanol). Product: C(C(O)C)(=O)OCCCC (Butyl lactate), C(C(O)C)(=O)OC (methyl lactate). As a reaction SMILES: [C:1]([OH:6])(=[O:5])[CH:2]([CH3:4])[OH:3].[C:7](OCC)(=O)C(C)O.C(#N)C(C)O.P(=O)(O)(O)O.C(O[CH2:31][CH2:32][CH2:33][CH3:34])(=O)C(C)O.C1(C)C=CC(S(O)(=O)=O)=CC=1.C([O-])(=O)C(C)O.[NH4+].C(N)(=O)C(C)O>CCCCCC.CO.C(O)CCC.C(O)C.O>[C:1]([O:6][CH2:31][CH2:32][CH2:33][CH3:34])(=[O:5])[CH:2]([CH3:4])[OH:3].[C:1]([O:6][CH3:7])(=[O:5])[CH:2]([CH3:4])[OH:3] |f:6.7|. Reported procedure: Many methods are described in prior art for conversion of lactic acid to alkyl esters. Reaction between lactic acid and alcohols or carboxylic acids catalyzed by lipase from Candida antarctica with hexane as solvent was reported (Biotechnol. Lett. 1997, 19, 315-317). The authors found lactic acid to be a good acyl donor and esters of both primary and secondary alcohols were synthesized. Dimer formation due to lactic acid acting as both nucleophile and acyl donor was not observed. Butyl lactate w...